Dataset: the Open Reaction Database (ORD), a public repository of structured organic reaction records. Task: describe an organic reaction: reactants, conditions, products, and yield Reactants: CCCCCCCCCC(C)NC(=O)C1CC1c1ccc([N+](=O)[O-])cc1, CC(=O)O, [Fe]. Reaction SMILES: [CH3:1][CH:2]([CH2:3][CH2:4][CH2:5][CH2:6][CH2:7][CH2:8][CH2:9][CH2:10][CH3:11])[NH:12][C:13](=[O:14])[CH:15]1[CH:16]([c:18]2[cH:19][cH:20][c:21]([N+:24]([O-:25])=[O:26])[cH:22][cH:23]2)[CH2:17]1.[CH3:27][C:28](=[O:29])[OH:30].[Fe:31]>>[CH3:1][CH:2]([CH2:3][CH2:4][CH2:5][CH2:6][CH2:7][CH2:8][CH2:9][CH2:10][CH3:11])[NH:12][C:13](=[O:14])[CH:15]1[CH:16]([c:18]2[cH:19][cH:20][c:21]([NH2:24])[cH:22][cH:23]2)[CH2:17]1. Product: CCCCCCCCCC(C)NC(=O)C1CC1c1ccc(N)cc1.